From a dataset of the Open Reaction Database (ORD), a public repository of structured organic reaction records. describe an organic reaction: reactants, conditions, products, and yield The reactants are O.C(O)(O)=O (Bicarbonate water), [OH-].[Na+] (sodium hydroxide), N(C1=CC=CC=C1)C(=O)N1C=C(C2=CC(=CC=C12)OC1=CC(=NC=C1)NC(=O)C1CCN(CC1)C(=O)OC(C)(C)C)Cl (tert-butyl 4-{[(4-{[1-(anilinocarbonyl)-3-chloro-1H-5-indolyl]oxy}-2-pyridyl)amino]carbonyl}-1-piperidinecarboxylate). Solvent: FC(C(=O)O)(F)F (trifluoroacetic acid). Run at time 5 minute. Product: C1(=CC=CC=C1)NC(=O)N1C=C(C2=CC(=CC=C12)OC1=CC(=NC=C1)NC(=O)C1CCNCC1)Cl (N1-phenyl-3-chloro-5-[(2-{[(4-piperidyl)carbonyl]amino}-4-pyridyl)oxy]-1H-1-indolecarboxamide). Yield: 92.6%. Reaction SMILES: [NH:1]([C:8]([N:10]1[C:18]2[C:13](=[CH:14][C:15]([O:19][C:20]3[CH:25]=[CH:24][N:23]=[C:22]([NH:26][C:27]([CH:29]4[CH2:34][CH2:33][N:32](C(OC(C)(C)C)=O)[CH2:31][CH2:30]4)=[O:28])[CH:21]=3)=[CH:16][CH:17]=2)[C:12]([Cl:42])=[CH:11]1)=[O:9])[C:2]1[CH:7]=[CH:6][CH:5]=[CH:4][CH:3]=1.O.C(=O)(O)O.[OH-].[Na+]>FC(F)(F)C(O)=O>[C:2]1([NH:1][C:8]([N:10]2[C:18]3[C:13](=[CH:14][C:15]([O:19][C:20]4[CH:25]=[CH:24][N:23]=[C:22]([NH:26][C:27]([CH:29]5[CH2:34][CH2:33][NH:32][CH2:31][CH2:30]5)=[O:28])[CH:21]=4)=[CH:16][CH:17]=3)[C:12]([Cl:42])=[CH:11]2)=[O:9])[CH:7]=[CH:6][CH:5]=[CH:4][CH:3]=1 |f:1.2,3.4|. Procedure: After dissolving 260 mg of tert-butyl 4-{[(4-{[1-(anilinocarbonyl)-3-chloro-1H-5-indolyl]oxy}-2-pyridyl)amino]carbonyl}-1-piperidinecarboxylate in 5 ml of trifluoroacetic acid, the solution was stirred at room temperature for 5 minutes. Bicarbonate water and 5N aqueous sodium hydroxide were added, and the mixture was extracted with ethyl acetate and dried over magnesium sulfate. The drying agent was filtered off and the solvent was distilled off under reduced pressure to obtain 200 mg of N1-phen... The reactants are CC(C)(C)[Si](C)(C)Cl, CN(C)C=O, O, Oc1cccc2[nH]ccc12, c1c[nH]cn1. Product: CC(C)(C)[Si](C)(C)Oc1cccc2[nH]ccc12. As a reaction SMILES: [C:16]([CH3:17])([CH3:18])([CH3:19])[Si:20]([CH3:21])([CH3:22])[Cl:23].[O:25]=[CH:26][N:27]([CH3:28])[CH3:29].[OH2:24].[OH:1][c:2]1[c:3]2[cH:4][cH:5][nH:6][c:7]2[cH:8][cH:9][cH:10]1.[nH:11]1[cH:12][cH:13][n:14][cH:15]1>>[O:1]([c:2]1[c:3]2[cH:4][cH:5][nH:6][c:7]2[cH:8][cH:9][cH:10]1)[Si:20]([C:16]([CH3:17])([CH3:18])[CH3:19])([CH3:21])[CH3:22]. Reactants: BrC1=NC(=CC=C1)C(F)(F)F (2-Bromo-6-trifluoromethylpyridine), C(=O)([O-])[O-].[Na+].[Na+] (Na2CO3), CC1(OB(OC1(C)C)C=1C=C2C[C@H](CC2=CC1)NS(=O)(=O)C(C)C)C (N-[(2S)-5-(4,4,5,5-tetramethyl-1,3,2-dioxaborolan-2-yl)-2,3-dihydro-1H-inden-2-yl]-2-propanesulfonamide). Reagents/catalysts: C=1C=CC(=CC1)[P](C=2C=CC=CC2)(C=3C=CC=CC3)[Pd]([P](C=4C=CC=CC4)(C=5C=CC=CC5)C=6C=CC=CC6)([P](C=7C=CC=CC7)(C=8C=CC=CC8)C=9C=CC=CC9)[P](C=1C=CC=CC1)(C=1C=CC=CC1)C=1C=CC=CC1 (Pd(PPh3)4). Solvent: O (water), O1CCOCC1 (1,4 dioxane). Yields the product FC(C1=CC=CC(=N1)C=1C=C2C[C@H](CC2=CC1)NS(=O)(=O)C(C)C)(F)F (N-{(2S)-5-[6-(trifluoromethyl)-2-pyridinyl]-2,3-dihydro-1H-inden-2-yl}-2-propanesulfonamide). As a reaction SMILES: CC1(C)C(C)(C)OB([C:9]2[CH:10]=[C:11]3[C:15](=[CH:16][CH:17]=2)[CH2:14][C@H:13]([NH:18][S:19]([CH:22]([CH3:24])[CH3:23])(=[O:21])=[O:20])[CH2:12]3)O1.Br[C:27]1[CH:32]=[CH:31][CH:30]=[C:29]([C:33]([F:36])([F:35])[F:34])[N:28]=1.C([O-])([O-])=O.[Na+].[Na+]>O1CCOCC1.O.C1C=CC([P]([Pd]([P](C2C=CC=CC=2)(C2C=CC=CC=2)C2C=CC=CC=2)([P](C2C=CC=CC=2)(C2C=CC=CC=2)C2C=CC=CC=2)[P](C2C=CC=CC=2)(C2C=CC=CC=2)C2C=CC=CC=2)(C2C=CC=CC=2)C2C=CC=CC=2)=CC=1>[F:34][C:33]([F:36])([F:35])[C:29]1[N:28]=[C:27]([C:9]2[CH:10]=[C:11]3[C:15](=[CH:16][CH:17]=2)[CH2:14][C@H:13]([NH:18][S:19]([CH:22]([CH3:23])[CH3:24])(=[O:20])=[O:21])[CH2:12]3)[CH:32]=[CH:31][CH:30]=1 |f:2.3.4,^1:53,55,74,93|. Reported procedure: To a solution of N-[(2S)-5-(4,4,5,5-tetramethyl-1,3,2-dioxaborolan-2-yl)-2,3-dihydro-1H-inden-2-yl]-2-propanesulfonamide (190 mg, 0.52 mmol) in dry 1,4 dioxane (5 ml), polymer supported Pd(PPh3)4 (10 mg, 0.5 mmol/g, 0.005 mmol) was added along with 2-Bromo-6-trifluoromethylpyridine (174 mg, 0.78 mmol) and 500 μl of a 2M Na2CO3 solution in water and the resulting mixture was heated at 90° degrees for 3 hours. Then after cooling the resin was removed by filtration and then the solvent was removed ... Reactants: COc1ccc(C(Cl)(c2ccccc2)c2ccc(OC)cc2)cc1, CO, N#CCCOCOC1C(O)C(CO)OC1n1cnc2c(=O)[nH]c(NC(=O)COc3ccccc3)nc21, c1ccncc1. Product: COc1ccc(C(OCC2OC(n3cnc4c(=O)[nH]c(NC(=O)COc5ccccc5)nc43)C(OCOCCC#N)C2O)(c2ccccc2)c2ccc(OC)cc2)cc1. RXN SMILES: [CH3:43][O:44][c:45]1[cH:46][cH:47][c:48]([C:49]([c:50]2[cH:51][cH:52][c:53]([O:56][CH3:57])[cH:54][cH:55]2)([c:58]2[cH:59][cH:60][cH:61][cH:62][cH:63]2)[Cl:64])[cH:65][cH:66]1.[CH3:67][OH:68].[O:1]([c:2]1[cH:3][cH:4][cH:5][cH:6][cH:7]1)[CH2:8][C:9](=[O:10])[NH:11][c:12]1[nH:13][c:14](=[O:36])[c:15]2[n:16][cH:17][n:18]([CH:19]3[CH:20]([O:21][CH2:22][O:23][CH2:24][CH2:25][C:26]#[N:27])[CH:28]([OH:29])[CH:30]([CH2:31][OH:32])[O:33]3)[c:34]2[n:35]1.[cH:37]1[cH:38][cH:39][n:40][cH:41][cH:42]1>>[O:1]([c:2]1[cH:3][cH:4][cH:5][cH:6][cH:7]1)[CH2:8][C:9](=[O:10])[NH:11][c:12]1[nH:13][c:14](=[O:36])[c:15]2[n:16][cH:17][n:18]([CH:19]3[CH:20]([O:21][CH2:22][O:23][CH2:24][CH2:25][C:26]#[N:27])[CH:28]([OH:29])[CH:30]([CH2:31][O:32][C:49]([c:48]4[cH:47][cH:46][c:45]([O:44][CH3:43])[cH:66][cH:65]4)([c:50]4[cH:51][cH:52][c:53]([O:56][CH3:57])[cH:54][cH:55]4)[c:58]4[cH:59][cH:60][cH:61][cH:62][cH:63]4)[O:33]3)[c:34]2[n:35]1. Starting materials: Cl (HCl), ClC1=C(C(=O)OCC)C=C(C(=C1)F)S(=O)(=O)NC1=C(C=CC=C1)F (ethyl 2-chloro-4-fluoro-5-{[(2-fluorophenyl)amino]sulfonyl}benzoate), C(C)O (ethanol), [OH-].[Na+] (NaOH). Run in O (water). Reaction conditions: time 1 hour. Yields the product ClC1=C(C(=O)O)C=C(C(=C1)F)S(=O)(=O)NC1=C(C=CC=C1)F (2-chloro-4-fluoro-5-{[(2-fluorophenyl)amino]sulfonyl}benzoic acid). Reaction SMILES: [Cl:1][C:2]1[CH:12]=[C:11]([F:13])[C:10]([S:14]([NH:17][C:18]2[CH:23]=[CH:22][CH:21]=[CH:20][C:19]=2[F:24])(=[O:16])=[O:15])=[CH:9][C:3]=1[C:4]([O:6]CC)=[O:5].C(O)C.[OH-].[Na+].Cl>O>[Cl:1][C:2]1[CH:12]=[C:11]([F:13])[C:10]([S:14]([NH:17][C:18]2[CH:23]=[CH:22][CH:21]=[CH:20][C:19]=2[F:24])(=[O:16])=[O:15])=[CH:9][C:3]=1[C:4]([OH:6])=[O:5] |f:2.3|. Procedure: To ethyl 2-chloro-4-fluoro-5-{[(2-fluorophenyl)amino]sulfonyl}benzoate (1.45 g) was added ethanol (6.4 mL) followed by a solution of NaOH (0.398 g, 9.96 mmol) in water (6.4 mL). The reaction was stirred at ambient temperature for 1 hour. To the mixture was added 1 N HCl (22.8 mL), and the mixture was stirred for 30 minutes. The solids were collected by filtration, washed with water (2×4 mL), and dried in a vacuum oven at 45° C. for 2.5 days to give 2-chloro-4-fluoro-5-{[(2-fluorophenyl)amino]sul... Reactants: ClC1=CC(=CC=C1)C(=O)OO (m-chloroperbenzoic acid), C(CCC)OCCOC1=CC=C(C=C1)C=1C=CC2=C(C=C(CCN2CCC)C(=O)NC2=CC(=C(C=C2)SCC=2C=NC=CC2)OC)C1 (7-[4-(2-butoxyethoxy)phenyl]-N-[3-methoxy-4-[(3-pyridinylmethyl)sulfanyl]phenyl]-1-propyl-2,3-dihydro-1-benzazepine-4-carboxamide), S(=S)(=O)([O-])[O-].[Na+].[Na+] (sodium thiosulfate). Solvent: C(Cl)Cl (methylene chloride), C(Cl)Cl (methylene chloride). Reaction conditions: time 15 minute. Yields the product C(CCC)OCCOC1=CC=C(C=C1)C=1C=CC2=C(C=C(CCN2CCC)C(=O)NC2=CC(=C(C=C2)S(=O)CC=2C=NC=CC2)OC)C1 (7-[4-(2-butoxyethoxy)phenyl]-N-[3-methoxy-4-[(3-pyridinylmethyl)sulfinyl]phenyl]-1-propyl-2,3-dihydro-1-benzazepine-4-carboxamide). Yield: 41.8%. As a reaction SMILES: [CH2:1]([O:5][CH2:6][CH2:7][O:8][C:9]1[CH:14]=[CH:13][C:12]([C:15]2[CH:16]=[CH:17][C:18]3[N:24]([CH2:25][CH2:26][CH3:27])[CH2:23][CH2:22][C:21]([C:28]([NH:30][C:31]4[CH:36]=[CH:35][C:34]([S:37][CH2:38][C:39]5[CH:40]=[N:41][CH:42]=[CH:43][CH:44]=5)=[C:33]([O:45][CH3:46])[CH:32]=4)=[O:29])=[CH:20][C:19]=3[CH:47]=2)=[CH:11][CH:10]=1)[CH2:2][CH2:3][CH3:4].ClC1C=CC=C(C(OO)=[O:56])C=1.S([O-])([O-])(=O)=S.[Na+].[Na+]>C(Cl)Cl>[CH2:1]([O:5][CH2:6][CH2:7][O:8][C:9]1[CH:10]=[CH:11][C:12]([C:15]2[CH:16]=[CH:17][C:18]3[N:24]([CH2:25][CH2:26][CH3:27])[CH2:23][CH2:22][C:21]([C:28]([NH:30][C:31]4[CH:36]=[CH:35][C:34]([S:37]([CH2:38][C:39]5[CH:40]=[N:41][CH:42]=[CH:43][CH:44]=5)=[O:56])=[C:33]([O:45][CH3:46])[CH:32]=4)=[O:29])=[CH:20][C:19]=3[CH:47]=2)=[CH:13][CH:14]=1)[CH2:2][CH2:3][CH3:4] |f:2.3.4|. Procedure: 7-[4-(2-butoxyethoxy)phenyl]-N-[3-methoxy-4-[(3-pyridinylmethyl)sulfanyl]phenyl]-1-propyl-2,3-dihydro-1-benzazepine-4-carboxamide (0.42 g) was dissolved in methylene chloride (12.6 ml), and a solution of m-chloroperbenzoic acid (133 mg) in methylene chloride (8.4 ml) was added to the mixture at −78° C., and the mixture was stirred for 15 minutes. The reaction mixture was added to an aqueous solution of saturated sodium thiosulfate, and extracted with ethyl acetate. The organic layer was washed w... Procedure details: The substantially same method as described in Example 236 was conducted, except that (E)-5-(2-chlorophenyl)pent-3-enoic acid (Preparation example 302) was used instead of that (E)-5-phenylpent-3-enoic acid (Preparation example 235), to obtain the title compound (4.6 g, 70˜90%) The yield is 70.0%. Reaction SMILES: [Cl:1][C:2]1[CH:7]=[CH:6][CH:5]=[CH:4][C:3]=1[CH2:8]/[CH:9]=[CH:10]/[CH2:11][C:12](O)=[O:13].C1(C/C=C/CC(O)=O)C=CC=CC=1>>[Cl:1][C:2]1[CH:7]=[CH:6][CH:5]=[CH:4][C:3]=1[CH2:8]/[CH:9]=[CH:10]/[CH2:11][CH2:12][OH:13]. Yields the product ClC1=C(C=CC=C1)C/C=C/CCO ((E)-5-(2-chlorophenyl)pent-3-en-1-ol). The reactants are ClC1=C(C=CC=C1)C/C=C/CC(=O)O ((E)-5-(2-chlorophenyl)pent-3-enoic acid), C1(=CC=CC=C1)C/C=C/CC(=O)O ((E)-5-phenylpent-3-enoic acid). Reactants: ClC=1C=CC(=C(N)C1)[N+](=O)[O-] (5-chloro-2-nitroaniline), [Na] (Sodium), BrC1=CC=C(C=C1)S (4-bromothiophenol), resultant solution. Run in C(C)O (ethanol). Run at time 5 minute. The product is NC1=C(C=CC(=C1)SC1=CC=C(C=C1)Br)[N+](=O)[O-] (2-Amino-4-(4-bromophenylthio)nitrobenzene). The yield is 6262.1%. Reaction SMILES: [Na].[Br:2][C:3]1[CH:8]=[CH:7][C:6]([SH:9])=[CH:5][CH:4]=1.Cl[C:11]1[CH:12]=[CH:13][C:14]([N+:18]([O-:20])=[O:19])=[C:15]([CH:17]=1)[NH2:16]>C(O)C>[NH2:16][C:15]1[CH:17]=[C:11]([S:9][C:6]2[CH:7]=[CH:8][C:3]([Br:2])=[CH:4][CH:5]=2)[CH:12]=[CH:13][C:14]=1[N+:18]([O-:20])=[O:19] |^1:0|. Procedure: Sodium (0.269 g) was added to ethanol (20 ml) and the resultant solution was allowed to cool to ambient temperature then 4-bromothiophenol (2.21 g) was added. The mixture was stirred for 5 minutes then 5-chloro-2-nitroaniline (2 g) was added. The mixture was then heated under reflux under argon for 3 hours then allowed to cool down. The resultant solid was collected by filtration , washed with ethanol then dried to give the title compound (236 g) as a solid. NMR: 6.3 8 (dd, 1H), 6.65 (m, 1H), 7....